From a dataset of the Open Reaction Database (ORD), a public repository of structured organic reaction records. describe an organic reaction: reactants, conditions, products, and yield Run at temperature -50 celsius, time 3 hour. The product is CC1(COC(OC1)COC1=C(C(=NC=C1)CS(=O)C1=NC2=C(N1)C=CC=C2)C)C (2-(((4-((5,5-dimethyl-1,3-dioxan-2-yl)methoxy)-3-methylpyridin-2-yl)methyl)sulfinyl)-1H-benzimidazole). RXN SMILES: [CH3:1][C:2]1([CH3:28])[CH2:7][O:6][CH:5]([CH2:8][O:9][C:10]2[CH:15]=[CH:14][N:13]=[C:12]([CH2:16][S:17][C:18]3[NH:22][C:21]4[CH:23]=[CH:24][CH:25]=[CH:26][C:20]=4[N:19]=3)[C:11]=2[CH3:27])[O:4][CH2:3]1.ClC1C=CC=C(C(OO)=[O:37])C=1.C(=O)([O-])O.[Na+]>CO.C1(C)C=CC=CC=1>[CH3:1][C:2]1([CH3:28])[CH2:7][O:6][CH:5]([CH2:8][O:9][C:10]2[CH:15]=[CH:14][N:13]=[C:12]([CH2:16][S:17]([C:18]3[NH:19][C:20]4[CH:26]=[CH:25][CH:24]=[CH:23][C:21]=4[N:22]=3)=[O:37])[C:11]=2[CH3:27])[O:4][CH2:3]1 |f:2.3|. Yield: 76.2%. The reactants are CC1(COC(OC1)COC1=C(C(=NC=C1)CSC1=NC2=C(N1)C=CC=C2)C)C (2-(((4-((5,5-dimethyl-1,3-dioxan-2-yl)methoxy)-3-methylpyridin-2-yl)methyl)thio)-1H-benzimidazole), ClC1=CC(=CC=C1)C(=O)OO (3-chloroperbenzoic acid), C(O)([O-])=O.[Na+] (sodium hydrogen carbonate). The solvent is C1(=CC=CC=C1)C (toluene), CO (methanol), CO (methanol), C1(=CC=CC=C1)C (toluene). Procedure details: The 2-(((4-((5,5-dimethyl-1,3-dioxan-2-yl)methoxy)-3-methylpyridin-2-yl)methyl)thio)-1H-benzimidazole (599 mg, 1.5 mmol) obtained by the step (1e) was mixed with methanol (5 ml) and toluene (15 ml), and the mixture was cooled to −50° C. 3-chloroperbenzoic acid (358 mg, 1.35 mmol, as the content was regarded as 65%) dissolved in a solvent mixture of methanol and toluene was slowly added dropwise to the mixture, and stirred at −47° C. to −70° C. for 3 hours. A saturated aqueous solution of sodium ... Starting materials: CCNCC, CN(C)C=O, O=C1c2ccccc2-n2cnc(-c3noc(CCl)n3)c2C2CCN12. The product is CCN(CC)Cc1nc(-c2ncn3c2C2CCN2C(=O)c2ccccc2-3)no1. As a reaction SMILES: [CH2:25]([CH3:26])[NH:27][CH2:28][CH3:29].[CH3:30][N:31]([CH3:32])[CH:33]=[O:34].[Cl:1][CH2:2][c:3]1[n:4][c:5](-[c:8]2[n:9][cH:10][n:11]3[c:12]2[CH:13]2[N:14]([C:15](=[O:22])[c:16]4[c:17]-3[cH:18][cH:19][cH:20][cH:21]4)[CH2:23][CH2:24]2)[n:6][o:7]1>>[CH2:2]([c:3]1[n:4][c:5](-[c:8]2[n:9][cH:10][n:11]3[c:12]2[CH:13]2[N:14]([C:15](=[O:22])[c:16]4[c:17]-3[cH:18][cH:19][cH:20][cH:21]4)[CH2:23][CH2:24]2)[n:6][o:7]1)[N:27]([CH2:25][CH3:26])[CH2:28][CH3:29]. Reactants: ClCS(=O)(=O)N1CCN(CC1)C=O (1-(chloromethanesulfonyl)-4-formylpiperazine), ClC1=CC=C(C(C=O)=C1)O (5-chlorosalicylaldehyde), C([O-])([O-])=O.[K+].[K+] (potassium carbonate). The solvent is CN(C)C=O (DMF). Conditions: temperature 100 celsius, time 48 hour. Yields the product ClC=1C=CC2=C(C=C(O2)S(=O)(=O)N2CCN(CC2)C=O)C1 (1-(5-chlorobenzofurane-2-sulfonyl)-4-formylpiperazine). Isolated yield 12.4%. Reaction SMILES: Cl[CH2:2][S:3]([N:6]1[CH2:11][CH2:10][N:9]([CH:12]=[O:13])[CH2:8][CH2:7]1)(=[O:5])=[O:4].[Cl:14][C:15]1[CH:22]=[C:19]([CH:20]=O)[C:18]([OH:23])=[CH:17][CH:16]=1.C(=O)([O-])[O-].[K+].[K+]>CN(C=O)C>[Cl:14][C:15]1[CH:16]=[CH:17][C:18]2[O:23][C:2]([S:3]([N:6]3[CH2:11][CH2:10][N:9]([CH:12]=[O:13])[CH2:8][CH2:7]3)(=[O:5])=[O:4])=[CH:20][C:19]=2[CH:22]=1 |f:2.3.4|. Procedure: A mixture of 1-(chloromethanesulfonyl)-4-formylpiperazine (2.26 g), 5-chlorosalicylaldehyde (1.56 g) and potassium carbonate (1.38 g) in DMF (30 ml) was stirred at 100° C. for 48 hours. The reaction solution was concentrated, and to the residue was added ethyl acetate. The organic layer was washed with water and brine, dried, concentrated and purified with silica gel column chromatography (ethyl acetate) to give colorless crystals of 1-(5-chlorobenzofurane-2-sulfonyl)-4-formylpiperazine (406 mg)... The reactants are BrC=1C=CC(=C(C1)C)F (5-Bromo-2-fluorotoluene), [N+](=O)([O-])[O-].[K+] (potassium nitrate), ice water. Solvent: S(O)(O)(=O)=O (sulfuric acid). Conditions: time 3 day. Yields the product BrC=1C(=CC(=C(C1)C)F)[N+](=O)[O-] (5-Bromo-2-fluoro-4-nitrotoluene). The yield is 104.5%. Reaction SMILES: [Br:1][C:2]1[CH:3]=[CH:4][C:5]([F:9])=[C:6]([CH3:8])[CH:7]=1.[N+:10]([O-])([O-:12])=[O:11].[K+]>S(=O)(=O)(O)O>[Br:1][C:2]1[C:3]([N+:10]([O-:12])=[O:11])=[CH:4][C:5]([F:9])=[C:6]([CH3:8])[CH:7]=1 |f:1.2|. Procedure: 5-Bromo-2-fluorotoluene (7.65 g) was added to concentrated sulfuric acid (40 ml), and potassium nitrate (4.2 g) was added portionwise to the mixture at -20° C. The temperature of the reaction mixture was given back to room temperature to conduct stirring for 3 days, and then poured into ice water to conduct extraction with ethyl acetate. After an organic layer was dried over anhydrous magnesium sulfate, the solvent was distilled off to obtain the title compound (9.9 g) as a pale yellow oil. Reactants: COC(CCCN1CCN(C(=O)OC(C)(C)C)CCC1=O)OC, CC(=O)O. Product: CC(C)(C)OC(=O)N1CCC(=O)N(CCCC=O)CC1. RXN SMILES: [C:1]([CH3:2])([CH3:3])([CH3:4])[O:5][C:6](=[O:7])[N:8]1[CH2:9][CH2:10][N:11]([CH2:16][CH2:17][CH2:18][CH:19]([O:20][CH3:23])[O:21][CH3:22])[C:12](=[O:15])[CH2:13][CH2:14]1.[CH3:24][C:25](=[O:26])[OH:27]>>[C:1]([CH3:2])([CH3:3])([CH3:4])[O:5][C:6](=[O:7])[N:8]1[CH2:9][CH2:10][N:11]([CH2:16][CH2:17][CH2:18][CH:19]=[O:20])[C:12](=[O:15])[CH2:13][CH2:14]1. Reactants: OC1=CC=NN1C1=NC=CC(=C1)C#N (2-(5-hydroxy-1H-pyrazol-1-yl)pyridine-4-carbonitrile), IC1=CC(=C(C=C1)CO)C ((4-iodo-2-methylphenyl)methanol). As a reaction SMILES: [OH:1][C:2]1[N:6]([C:7]2[CH:12]=[C:11]([C:13]#[N:14])[CH:10]=[CH:9][N:8]=2)[N:5]=[CH:4][CH:3]=1.[I:15][C:16]1[CH:21]=[CH:20][C:19]([CH2:22]O)=[C:18]([CH3:24])[CH:17]=1>>[I:15][C:16]1[CH:21]=[CH:20][C:19]([CH2:22][O:1][C:2]2[N:6]([C:7]3[CH:12]=[C:11]([C:13]#[N:14])[CH:10]=[CH:9][N:8]=3)[N:5]=[CH:4][CH:3]=2)=[C:18]([CH3:24])[CH:17]=1. Procedure details: The title compound was prepared from 2-(5-hydroxy-1H-pyrazol-1-yl)pyridine-4-carbonitrile and (4-iodo-2-methylphenyl)methanol according to the procedure for the preparation of Example 39, part C. 1H NMR (400 MHz, CDCl3): δ 2.33 (3H, s), 5.15 (2H, s), 5.76 (1H, d, J=1.6 Hz), 7.14 (1H, d, J=8.0 Hz), 7.39 (1H, dd, J=1.6 Hz, 5.2 Hz), 7.55-7.59 (3H, m), 8.00 (1H, s), 8.66 (1H, d, J=5.2 Hz). [M+H] Calc'd for C17H13IN4O, 417. Found, 417. Product: IC1=CC(=C(C=C1)COC1=CC=NN1C1=NC=CC(=C1)C#N)C (2-[5-[(4-iodo-2-methylphenyl)methoxy]pyrazol-1-yl]pyridine-4-carbonitrile). Starting materials: BrCC=1C=CC(=C(O[Si](C)(C)C(C)(C)C)C1)Cl ((5-(bromomethyl)-2-chlorophenoxy)(tert-butyl)dimethylsilane), C([O-])([O-])=O.[K+].[K+] (potassium carbonate), ClC=1C=C(C=CC1)[C@@H](C)N ((R)-1-(3-Chlorophenyl)ethanamine). Solvent: O (water), CCOCC (ether), CN(C)C=O (DMF). Run at time 8 hour. Product: [Si](C)(C)(C(C)(C)C)OC=1C=C(CN[C@H](C)C2=CC(=CC=C2)Cl)C=CC1Cl ((R)—N-(3-(tert-butyldimethylsilyloxy)-4-chlorobenzyl)-1-(3-chlorophenyl)ethanamine). Yield: 50.0%. As a reaction SMILES: Br[CH2:2][C:3]1[CH:4]=[CH:5][C:6]([Cl:17])=[C:7]([CH:16]=1)[O:8][Si:9]([C:12]([CH3:15])([CH3:14])[CH3:13])([CH3:11])[CH3:10].C(=O)([O-])[O-].[K+].[K+].[Cl:24][C:25]1[CH:26]=[C:27]([C@H:31]([NH2:33])[CH3:32])[CH:28]=[CH:29][CH:30]=1>CN(C=O)C.O.CCOCC>[Si:9]([O:8][C:7]1[CH:16]=[C:3]([CH:4]=[CH:5][C:6]=1[Cl:17])[CH2:2][NH:33][C@@H:31]([C:27]1[CH:28]=[CH:29][CH:30]=[C:25]([Cl:24])[CH:26]=1)[CH3:32])([C:12]([CH3:15])([CH3:14])[CH3:13])([CH3:11])[CH3:10] |f:1.2.3|. Procedure details: A solution of (5-(bromomethyl)-2-chlorophenoxy)(tert-butyl)dimethylsilane 81 (1.00 g, 2.98 mmol) and potassium carbonate (0.453 g, 3.28 mmol) in DMF was stirred at room temp under N2. (R)-1-(3-Chlorophenyl)ethanamine (0.464 g, 2.98 mmol) was added to the solution and the reaction was stirred at room temperature for 8 h. The reaction was checked by TLC for completion. The reaction mixture was diluted with water and ether. The ether solution was washed with water (2×) and brine. The organic layer ...